This data is from the Open Reaction Database (ORD), a public repository of structured organic reaction records. The task is: describe an organic reaction: reactants, conditions, products, and yield The reactants are OC=1C=C(C#N)C=CC1 (3-hydroxybenzonitrile), C([O-])([O-])=O.[K+].[K+] (potassium carbonate), [I-].[Na+] (sodium iodide), C(C)(C)(C)OC(NCCBr)=O (t-butyl(2-bromoethyl)carbamate). Run in CN(C=O)C (dimethylformamide), C(C)(=O)OCC (ethyl acetate). Reaction conditions: temperature 50 celsius, time 6 hour. The product is C(C)(C)(C)OC(=O)NCCOC=1C=C(C#N)C=CC1 (3-[2-(t-butoxycarbonylamino)ethoxy]benzonitrile). As a reaction SMILES: [C:1]([O:5][C:6](=[O:11])[NH:7][CH2:8][CH2:9]Br)([CH3:4])([CH3:3])[CH3:2].[OH:12][C:13]1[CH:14]=[C:15]([CH:18]=[CH:19][CH:20]=1)[C:16]#[N:17].C(=O)([O-])[O-].[K+].[K+].[I-].[Na+]>CN(C)C=O.C(OCC)(=O)C>[C:1]([O:5][C:6]([NH:7][CH2:8][CH2:9][O:12][C:13]1[CH:14]=[C:15]([CH:18]=[CH:19][CH:20]=1)[C:16]#[N:17])=[O:11])([CH3:4])([CH3:3])[CH3:2] |f:2.3.4,5.6|. Reported procedure: 5.85 g (29 mmol) of t-butyl(2-bromoethyl)carbamate was dissolved in 100 ml of dimethylformamide. 2.38 g (26.4 mmol) of 3-hydroxybenzonitrile, 3.04 g (53 mmol) of potassium carbonate and 4.31 g (53 mmol) of sodium iodide were added to the solution, and the obtained mixture was stirred at 50° C. for 6 hours. After the treatment with ethyl acetate as the extractant in an ordinary manner, the crude product was obtained. After the purification by silica gel column chromatography, the title compound w...